describe an organic reaction: reactants, conditions, products, and yield From a dataset of the Open Reaction Database (ORD), a public repository of structured organic reaction records. Reactants: [Br-], CC(C)(C)OC(=O)c1cccc(Br)n1, C1COCCO1, CN1CCNc2cc(B3OC(C)(C)C(C)(C)O3)ccc21, CCCC[N+](CCCC)(CCCC)CCCC, [K+], [K+], O=C([O-])[O-], O, Cl[Pd]Cl, c1ccc(P(c2ccccc2)c2ccccc2)cc1, c1ccc(P(c2ccccc2)c2ccccc2)cc1. Product: CN1CCNc2cc(-c3cccc(C(=O)OC(C)(C)C)n3)ccc21. As a reaction SMILES: [Br-:47].[Br:1][c:2]1[cH:3][cH:4][cH:5][c:6]([C:8](=[O:9])[O:10][C:11]([CH3:12])([CH3:13])[CH3:14])[n:7]1.[CH2:41]1[O:42][CH2:43][CH2:44][O:45][CH2:46]1.[CH3:15][N:16]1[CH2:17][CH2:18][NH:19][c:20]2[cH:21][c:22]([B:26]3[O:27][C:28]([CH3:29])([CH3:30])[C:31]([CH3:32])([CH3:33])[O:34]3)[cH:23][cH:24][c:25]21.[CH3:48][CH2:49][CH2:50][CH2:51][N+:52]([CH2:53][CH2:54][CH2:55][CH3:56])([CH2:57][CH2:58][CH2:59][CH3:60])[CH2:61][CH2:62][CH2:63][CH3:64].[K+:35].[K+:36].[O-:37][C:38]([O-:39])=[O:40].[OH2:65].[Pd:66]([Cl:67])[Cl:68].[c:69]1([P:70]([c:71]2[cH:72][cH:73][cH:74][cH:75][cH:76]2)[c:77]2[cH:78][cH:79][cH:80][cH:81][cH:82]2)[cH:83][cH:84][cH:85][cH:86][cH:87]1.[c:88]1([P:89]([c:90]2[cH:91][cH:92][cH:93][cH:94][cH:95]2)[c:96]2[cH:97][cH:98][cH:99][cH:100][cH:101]2)[cH:102][cH:103][cH:104][cH:105][cH:106]1>>[c:2]1(-[c:22]2[cH:21][c:20]3[c:25]([cH:24][cH:23]2)[N:16]([CH3:15])[CH2:17][CH2:18][NH:19]3)[cH:3][cH:4][cH:5][c:6]([C:8](=[O:9])[O:10][C:11]([CH3:12])([CH3:13])[CH3:14])[n:7]1. Reactants: C(C)(C)(C)ON1CC(N[C@H]2CCCC[C@@H]12)=N (4-t-butoxy-2-imino-decahydro-cis-quinoxaline), Cl (HCl). The solvent is CCOC(=O)C (EtOAc). Yields the product N=C1N[C@H]2CCCC[C@H]2NC1 (2-Imino-decahydro-cis-quinoxaline). The yield is 102.3%. RXN SMILES: C(O[N:6]1[C@H:15]2[C@H:10]([CH2:11][CH2:12][CH2:13][CH2:14]2)[NH:9][C:8](=[NH:16])[CH2:7]1)(C)(C)C.Cl>CCOC(C)=O>[NH:16]=[C:8]1[CH2:7][NH:6][C@H:15]2[C@H:10]([CH2:11][CH2:12][CH2:13][CH2:14]2)[NH:9]1. Procedure details: To 46 mg of 4-t-butoxy-2-imino-decahydro-cis-quinoxaline 3 mL of EtOAc saturated with HCl was added. The reaction turned clear momentarily and another solid was formed. After 30 min the solid was filtered washed with Et2O and dried to furnish 32 mg of the title compound.